This data is from the Open Reaction Database (ORD), a public repository of structured organic reaction records. The task is: describe an organic reaction: reactants, conditions, products, and yield Starting materials: Cc1ccc(-c2[nH]c3cc(S(=O)(=O)NC(C)(C)C)ccc3c2C2CCCCC2)c(N)c1, CC(=O)[O-], CC(=O)O, O=C(Cl)CCl, [Na+], C1CCOC1. The product is Cc1ccc(-c2[nH]c3cc(S(=O)(=O)NC(C)(C)C)ccc3c2C2CCCCC2)c(NC(=O)CCl)c1. As a reaction SMILES: [C:1]([CH3:2])([CH3:3])([CH3:4])[NH:5][S:6](=[O:7])(=[O:8])[c:9]1[cH:10][cH:11][c:12]2[c:13]([CH:26]3[CH2:27][CH2:28][CH2:29][CH2:30][CH2:31]3)[c:14](-[c:18]3[c:19]([NH2:25])[cH:20][c:21]([CH3:24])[cH:22][cH:23]3)[nH:15][c:16]2[cH:17]1.[CH3:33][C:34](=[O:35])[O-:36].[CH3:37][C:38](=[O:39])[OH:40].[Cl:41][CH2:42][C:43](=[O:44])[Cl:45].[Na+:32].[O:46]1[CH2:47][CH2:48][CH2:49][CH2:50]1>>[C:1]([CH3:2])([CH3:3])([CH3:4])[NH:5][S:6](=[O:7])(=[O:8])[c:9]1[cH:10][cH:11][c:12]2[c:13]([CH:26]3[CH2:27][CH2:28][CH2:29][CH2:30][CH2:31]3)[c:14](-[c:18]3[c:19]([NH:25][C:43]([CH2:42][Cl:41])=[O:44])[cH:20][c:21]([CH3:24])[cH:22][cH:23]3)[nH:15][c:16]2[cH:17]1. Starting materials: C(C)OC1=CC=C(C=C1)C(C=CCC1=CC(=C(C=C1)F)OC1=CC=CC=C1)(C(F)F)C (4-(4-Ethoxyphenyl)-5,5-difluoro-1-(4-fluoro-3-phenoxyphenyl)-4-methyl-2-pentene), [H][H] (hydrogen), [H][H] (hydrogen), [H][H] (hydrogen). The reagents and catalysts are [Ni] (Raney nickel). The solvent is C(C)O (ethanol). Product: C(C)OC1=CC=C(C=C1)C(C(F)F)(CCCC1=CC(=C(C=C1)F)OC1=CC=CC=C1)C (2-(4-Ethoxyphenyl)-1,1-difluoro-5-(4-fluoro-3-phenoxyphenyl)-2-methylpentane). Reaction SMILES: [CH2:1]([O:3][C:4]1[CH:9]=[CH:8][C:7]([C:10]([CH3:31])([CH:28]([F:30])[F:29])[CH:11]=[CH:12][CH2:13][C:14]2[CH:19]=[CH:18][C:17]([F:20])=[C:16]([O:21][C:22]3[CH:27]=[CH:26][CH:25]=[CH:24][CH:23]=3)[CH:15]=2)=[CH:6][CH:5]=1)[CH3:2].[H][H]>[Ni].C(O)C>[CH2:1]([O:3][C:4]1[CH:5]=[CH:6][C:7]([C:10]([CH3:31])([CH2:11][CH2:12][CH2:13][C:14]2[CH:19]=[CH:18][C:17]([F:20])=[C:16]([O:21][C:22]3[CH:23]=[CH:24][CH:25]=[CH:26][CH:27]=3)[CH:15]=2)[CH:28]([F:30])[F:29])=[CH:8][CH:9]=1)[CH3:2]. Reported procedure: 2.0 g (4.69 mmol) 4-(4-Ethoxyphenyl)-5,5-difluoro-1-(4-fluoro-3-phenoxyphenyl)-4-methyl-2-pentene was hydrogenated with hydrogen at atmospheric pressure with hydrogen in the presence of 0.2 g Raney nickel in 30 ml ethanol. After the calculated amount of hydrogen had been taken up, the catalyst was filtered off and the solvent removed under reduced pressure. After chromatography on silica gel, using hexane/toluene, 1.8 g of the desired product remained i.e. 89.6% of theory.